Task: describe an organic reaction: reactants, conditions, products, and yield. Dataset: the Open Reaction Database (ORD), a public repository of structured organic reaction records Reactants: C(C1=CC=CC=C1)N1CC(N(CC1)C(CCl)=O)CO (1-(4-Benzyl-2-hydroxymethyl-piperazin-1-yl)-2-chloro-ethanone), [H-].[Na+] (sodium hydride). Run in C1CCOC1 (THF). Run at time 6 hour. Product: C(C1=CC=CC=C1)N1CC2COCC(N2CC1)=O (8-Benzyl-hexahydro-pyrazino[2,1-c][1,4]oxazin-4-one). Isolated yield 71.7%. As a reaction SMILES: [CH2:1]([N:8]1[CH2:13][CH2:12][N:11]([C:14](=[O:17])[CH2:15]Cl)[CH:10]([CH2:18][OH:19])[CH2:9]1)[C:2]1[CH:7]=[CH:6][CH:5]=[CH:4][CH:3]=1.[H-].[Na+]>C1COCC1>[CH2:1]([N:8]1[CH2:13][CH2:12][N:11]2[CH:10]([CH2:18][O:19][CH2:15][C:14]2=[O:17])[CH2:9]1)[C:2]1[CH:7]=[CH:6][CH:5]=[CH:4][CH:3]=1 |f:1.2|. Procedure: To a stirred mixture of 1-(4-Benzyl-2-hydroxymethyl-piperazin-1-yl)-2-chloro-ethanone (425 mg, 1.50 mmol) in anhydrous THF (10 mL) under N2 was added 60% sodium hydride (240.5 mg, 6.0 mmol, 4.0 eq). The mixture was stirred at rtT for 6 h and quenched with aqueous, saturated NH4Cl solution. The mixture was poured into EtOAc, and the organic layer was washed with 50% aqueous brine (3×), dried over Na2SO4, filtered, and concentrated in vacuo. The residue was purified by MPLC (Biotage®, gradient elu... Reactants: OC(CN(CCCC(=O)O)C1CCCC2=CC=CC=C12)CN1C(C=2C(C1=O)=CC=CC2)=O (4[[2-hydroxy-(3-phthalimido)propyl](1,2,3,4-tetrahydro-1-naphthyl)amino]butanoic acid), O.NN (hydrazine monohydrate), CO.C(Cl)(Cl)Cl (methanol chloroform), BrC1=CC=C(C=C1)N=C=O (4-bromophenyl isocyanate). Run in CCO (EtOH). Conditions: time 3 hour. Yields the product BrC1=CC=C(C=C1)NC(NCC(CN(CCCC(=O)O)C1CCCC2=CC=CC=C12)O)=O (4-[[3-(4-bromophenylureido)2-hydroxypropyl](1,2,3,4-tetrahydro-1-naphthyl)amino]butanoic acid). Yield: 16.1%. RXN SMILES: [OH:1][CH:2]([CH2:21][N:22]1[C:26](=[O:27])C2=CC=CC=C2C1=O)[CH2:3][N:4]([CH:11]1[C:20]2[C:15](=[CH:16][CH:17]=[CH:18][CH:19]=2)[CH2:14][CH2:13][CH2:12]1)[CH2:5][CH2:6][CH2:7][C:8]([OH:10])=[O:9].O.NN.[Br:36][C:37]1[CH:42]=[CH:41][C:40]([N:43]=C=O)=[CH:39][CH:38]=1.CO.C(Cl)(Cl)Cl>CCO>[Br:36][C:37]1[CH:42]=[CH:41][C:40]([NH:43][C:26](=[O:27])[NH:22][CH2:21][CH:2]([OH:1])[CH2:3][N:4]([CH:11]2[C:20]3[C:15](=[CH:16][CH:17]=[CH:18][CH:19]=3)[CH2:14][CH2:13][CH2:12]2)[CH2:5][CH2:6][CH2:7][C:8]([OH:10])=[O:9])=[CH:39][CH:38]=1 |f:1.2,4.5|. Procedure: To a solution of 4[[2-hydroxy-(3-phthalimido)propyl](1,2,3,4-tetrahydro-1-naphthyl)amino]butanoic acid (68 mg, 0.16 mmol) in EtOH (1 ml) was added hydrazine monohydrate (38 μl, 0.78 mmol), and the mixture was stirred at RT for 3 h. The reaction mixture was concentrated under vacuum to dryness, and the residue was suspended in CH2Cl2 (2 ml). To the suspension was added 4-bromophenyl isocyanate (47 mg, 0.24 mmol), and the mixture was stirred at RT for 40 h. The reaction mixture was adsorbed on a p... Starting materials: F\C(\C(=O)OCC)=C/C1=C(N=C2N(C1=O)C=CC(=C2)CCC=2SC=C(N2)C(C)C)N2CCOCC2 (ethyl (Z)-2-fluoro-3-{8-[2-(4-isopropyl-1,3-thiazol-2-yl)ethyl]-2-morpholino-4-oxo-4H-pyrido[1,2-a]pyrimidin-3-yl}-2-propenoate), F\C(\C(=O)OCC)=C/C1=C(N=C2N(C1=O)C=CC(=C2)CCC=2SC=C(N2)C(C)C)N2CCOCC2 (Ethyl (Z)-2-fluoro-3-(8-[2-(4-isopropyl-1,3-thiazol-2-yl)ethyl]-2-morpholino-4-oxo-4H-pyrido[1,2-a]pyrimidin-3-yl)-2-propenoate), [OH-].[Li+] (lithium hydroxide). Run in O1CCCC1 (tetrahydrofuran), O (water), CO (methanol), O (water). Conditions: time 1 hour. The product is F\C(\C(=O)O)=C/C1=C(N=C2N(C1=O)C=CC(=C2)CCC=2SC=C(N2)C(C)C)N2CCOCC2 ((Z)-2-Fluoro-3-{8-[2-(4-isopropyl-1,3-thiazol-2-yl)ethyl]-2-morpholino-4-oxo-4H-pyrido[1,2-a]pyrimidin-3-yl}-2-propenoic acid). Isolated yield 98.4%. Reaction SMILES: [F:1]/[C:2](=[CH:8]\[C:9]1[C:14](=[O:15])[N:13]2[CH:16]=[CH:17][C:18]([CH2:20][CH2:21][C:22]3[S:23][CH:24]=[C:25]([CH:27]([CH3:29])[CH3:28])[N:26]=3)=[CH:19][C:12]2=[N:11][C:10]=1[N:30]1[CH2:35][CH2:34][O:33][CH2:32][CH2:31]1)/[C:3]([O:5]CC)=[O:4].[OH-].[Li+]>O1CCCC1.CO.O>[F:1]/[C:2](=[CH:8]\[C:9]1[C:14](=[O:15])[N:13]2[CH:16]=[CH:17][C:18]([CH2:20][CH2:21][C:22]3[S:23][CH:24]=[C:25]([CH:27]([CH3:29])[CH3:28])[N:26]=3)=[CH:19][C:12]2=[N:11][C:10]=1[N:30]1[CH2:35][CH2:34][O:33][CH2:32][CH2:31]1)/[C:3]([OH:5])=[O:4] |f:1.2|. Procedure details: The ethyl (Z)-2-fluoro-3-{8-[2-(4-isopropyl-1,3-thiazol-2-yl)ethyl]-2-morpholino-4-oxo-4H-pyrido[1,2-a]pyrimidin-3-yl}-2-propenoate (28 mg) obtained in (B) was dissolved in tetrahydrofuran (2 ml) and methanol (0.5 ml), added with a solution of lithium hydroxide(5 mg) in water (0.5 ml), and then the mixture was stirred at room temperature for 1 hour. The reaction mixture was added with water and washed with ether. Then, the aqueous layer was made acidic with diluted hydrochloric acid and extracte... Starting materials: COC(C(C(F)(F)F)(C(F)(F)F)F)(F)F.COC(C(C(C(F)(F)F)(F)F)(F)F)(F)F (HFE-7100), C(F)(C(F)(F)F)(C(F)(F)F)C(F)(F)OC ((CF3)2CFCF2OCH3), C(F)(F)(F)C(F)(F)C(F)(F)C(F)(F)OC (CF3CF2CF2CF2OCH3). The product is C(F)(F)(C(F)(F)C(F)(F)C(F)(F)F)OC.COC(C(C(C(F)(F)F)(F)F)(F)F)(F)F (C4F9OCH3 perfluorobutyl Methyl Ether). Reaction SMILES: COC(F)(F)C(F)(C(F)(F)F)C(F)(F)F.[CH3:16][O:17][C:18]([F:30])([F:29])[C:19]([F:28])([F:27])[C:20]([F:26])([F:25])[C:21]([F:24])([F:23])[F:22].C(C(OC)(F)F)(C(F)(F)F)(C(F)(F)F)F.[C:46]([C:50]([C:53]([C:56]([O:59][CH3:60])([F:58])[F:57])([F:55])[F:54])([F:52])[F:51])([F:49])([F:48])[F:47]>>[C:18]([O:17][CH3:16])([C:19]([C:20]([C:21]([F:23])([F:24])[F:22])([F:26])[F:25])([F:28])[F:27])([F:30])[F:29].[CH3:60][O:59][C:56]([F:57])([F:58])[C:53]([F:54])([F:55])[C:50]([F:51])([F:52])[C:46]([F:49])([F:48])[F:47] |f:0.1,4.5|. Procedure details: This compound is available from 3M Company, St. Paul, Minn. as NOVEC™ HFE-7100 engineering fluid, which is an isomeric mixture of approximately 60% (CF3)2CFCF2OCH3 and approximately 40% CF3CF2CF2CF2OCH3.